Task: describe an organic reaction: reactants, conditions, products, and yield. Dataset: the Open Reaction Database (ORD), a public repository of structured organic reaction records Starting materials: Fc1ccc(-n2ncnc2-n2cc3c(n2)-c2cc(Br)ccc2OCC3)c(F)c1, CCOC(=O)C1CCN(C(=O)OC(C)(C)C)CC1, CC(C)(C)[PH+](C(C)(C)C)C(C)(C)C, [Li]CCCC, Cc1ccccc1, O=C(C=Cc1ccccc1)C=Cc1ccccc1, C1CCC(NC2CCCCC2)CC1, O=C(C=Cc1ccccc1)C=Cc1ccccc1, F[B-](F)(F)F, [Pd]. Yields the product CCOC(=O)C1(c2ccc3c(c2)-c2nn(-c4ncnn4-c4ccc(F)cc4F)cc2CCO3)CCN(C(=O)OC(C)(C)C)CC1. Reaction SMILES: [Br:37][c:38]1[cH:39][cH:40][c:41]2[c:42]([cH:64]1)-[c:43]1[n:44][n:45](-[c:51]3[n:52](-[c:56]4[c:57]([F:63])[cH:58][c:59]([F:62])[cH:60][cH:61]4)[n:53][cH:54][n:55]3)[cH:46][c:47]1[CH2:48][CH2:49][O:50]2.[C:19](=[O:20])([O:21][C:22]([CH3:23])([CH3:24])[CH3:25])[N:26]1[CH2:27][CH2:28][CH:29]([C:32](=[O:33])[O:34][CH2:35][CH3:36])[CH2:30][CH2:31]1.[C:70]([PH+:71]([C:72]([CH3:73])([CH3:74])[CH3:75])[C:76]([CH3:77])([CH3:78])[CH3:79])([CH3:80])([CH3:81])[CH3:82].[CH2:14]([Li:15])[CH2:16][CH2:17][CH3:18].[CH3:83][c:84]1[cH:85][cH:86][cH:87][cH:88][cH:89]1.[CH:109](=[CH:110][C:111]([CH:112]=[CH:113][c:114]1[cH:115][cH:116][cH:117][cH:118][cH:119]1)=[O:120])[c:121]1[cH:122][cH:123][cH:124][cH:125][cH:126]1.[CH:1]1([NH:2][CH:3]2[CH2:4][CH2:5][CH2:6][CH2:7][CH2:8]2)[CH2:9][CH2:10][CH2:11][CH2:12][CH2:13]1.[CH:91](=[CH:92][C:93]([CH:94]=[CH:95][c:96]1[cH:97][cH:98][cH:99][cH:100][cH:101]1)=[O:102])[c:103]1[cH:104][cH:105][cH:106][cH:107][cH:108]1.[F:65][B-:66]([F:67])([F:68])[F:69].[Pd:90]>>[C:19](=[O:20])([O:21][C:22]([CH3:23])([CH3:24])[CH3:25])[N:26]1[CH2:27][CH2:28][C:29]([C:32](=[O:33])[O:34][CH2:35][CH3:36])([c:38]2[cH:39][cH:40][c:41]3[c:42]([cH:64]2)-[c:43]2[n:44][n:45](-[c:51]4[n:52](-[c:56]5[c:57]([F:63])[cH:58][c:59]([F:62])[cH:60][cH:61]5)[n:53][cH:54][n:55]4)[cH:46][c:47]2[CH2:48][CH2:49][O:50]3)[CH2:30][CH2:31]1.